This data is from the Open Reaction Database (ORD), a public repository of structured organic reaction records. The task is: describe an organic reaction: reactants, conditions, products, and yield Starting materials: C(CCC)[Li] (n-butyllithium), [Cl-].[NH4+] (Ammonium chloride), COC1=C(CO)C=C(C=C1)OC (2,5-dimethoxybenzyl alcohol), N1=C(C=CC=C1)C=O (pyridine-2-carboxaldehyde). Solvent: CCCCCC (hexane), CCOCC (ether). Conditions: temperature -20 celsius, time 1 hour. Product: OCC1=C(C(=CC=C1)OC)C(O)C1=NC=CC=C1 (α-[2-(hydroxymethyl)-6-methoxyphenyl]-2-pyridinemethanol). Yield: 11.7%. Reaction SMILES: CO[C:3]1[CH:10]=[CH:9][C:8]([O:11][CH3:12])=[CH:7][C:4]=1[CH2:5][OH:6].C([Li])CCC.[N:18]1[CH:23]=[CH:22][CH:21]=[CH:20][C:19]=1[CH:24]=[O:25].[Cl-].[NH4+]>CCOCC.CCCCCC>[OH:6][CH2:5][C:4]1[CH:3]=[CH:10][CH:9]=[C:8]([O:11][CH3:12])[C:7]=1[CH:24]([C:19]1[CH:20]=[CH:21][CH:22]=[CH:23][N:18]=1)[OH:25] |f:3.4|. Procedure: To a mixture of 10 g (0.059 mol) of 2,5-dimethoxybenzyl alcohol in 250 ml of ether cooled to -20° C. was added in portions 12.75 ml (0.127 mol) of n-butyllithium (10M) in hexane over a 10 min period, and the reaction mixture was allowed to warm to room temperature and stirred 1 hr. The above reaction mixture was cooled to -20° C., 7.58 g (0.07 mol) of pyridine-2-carboxaldehyde was added to the mixture, and the resulting reaction mixture was allowed to warm to room temperature (a brown precipitat... Reactants: CS(=O)C1=NN2C(C=N1)=CC=C2C(O)C2=CC=CC=C2 ((2-Methanesulfinyl-pyrrolo[2,1-f][1,2,4]triazin-7-yl)-phenyl-methanol), COCC(C)O (1-Methoxy-2-propanol), C1COCCN1C2=CC=C(C=C2)N (4-(4-morpholino)aniline), C(C)(C)N(C(C)C)CC (N,N-Diisopropylethylamine). The product is N1(CCOCC1)C1=CC=C(C=C1)NC1=NN2C(C=N1)=CC=C2C(O)C2=CC=CC=C2 ([2-(4-Morpholin-4-yl-phenylamino)-pyrrolo[2,1-f][1,2,4]triazin-7-yl]-phenyl-methanol). The yield is 4.7%. Reaction SMILES: CS([C:4]1[N:9]=[CH:8][C:7]2=[CH:10][CH:11]=[C:12]([CH:13]([C:15]3[CH:20]=[CH:19][CH:18]=[CH:17][CH:16]=3)[OH:14])[N:6]2[N:5]=1)=O.[CH2:21]1[N:26]([C:27]2[CH:32]=[CH:31][C:30]([NH2:33])=[CH:29][CH:28]=2)[CH2:25][CH2:24][O:23][CH2:22]1.C(N(CC)C(C)C)(C)C.COCC(O)C>>[N:26]1([C:27]2[CH:28]=[CH:29][C:30]([NH:33][C:4]3[N:9]=[CH:8][C:7]4=[CH:10][CH:11]=[C:12]([CH:13]([C:15]5[CH:20]=[CH:19][CH:18]=[CH:17][CH:16]=5)[OH:14])[N:6]4[N:5]=3)=[CH:31][CH:32]=2)[CH2:25][CH2:24][O:23][CH2:22][CH2:21]1. Procedure: (2-Methanesulfinyl-pyrrolo[2,1-f][1,2,4]triazin-7-yl)-phenyl-methanol (86.0 mg, 0.299 mmol), 4-(4-morpholino)aniline (107 mg, 0.598 mmol) and N,N-Diisopropylethylamine (0.156 mL, 0.898 mmol) were suspended in 1-Methoxy-2-propanol (0.750 mL, 7.67 mmol) and the reaction was irradiated at 300 watts, 200° C. for 20 minutes or until HPLC showed consumption of starting material. The reaction mixture was then reduced under nitrogen. The crude reaction mixture was purified via Gilson reverse phase chrom... Starting materials: Fc1cc(Br)c2occc2c1F, CN(C)C=O, [Mg], C1CCOC1. Product: O=Cc1cc(F)c(F)c2ccoc12. As a reaction SMILES: [Br:1][c:2]1[cH:3][c:4]([F:12])[c:5]([F:11])[c:6]2[cH:7][cH:8][o:9][c:10]12.[CH3:14][N:15]([CH:16]=[O:17])[CH3:18].[Mg:13].[O:19]1[CH2:20][CH2:21][CH2:22][CH2:23]1>>[c:2]1([CH:16]=[O:17])[cH:3][c:4]([F:12])[c:5]([F:11])[c:6]2[cH:7][cH:8][o:9][c:10]12. Reactants: CN1N=CC2=CC(=CC=C12)C(C)C1=CN=C2N1N=C(C=C2)C(C)=O (1-(3-(1-(1-methyl-1H-indazol-5-yl)ethyl)imidazo[1,2-b]pyridazin-6-yl)ethanone), Cl.NOCCO (2-(aminooxy)ethanol hydrochloride). Yields the product OCCO\N=C(/C)\C=1C=CC=2N(N1)C(=CN2)C(C)C=2C=C1C=NN(C1=CC2)C ((E)-1-{3-[1-(1-Methyl-1H-indazol-5-yl)-ethyl]-imidazo[1,2-b]pyridazin-6-yl}-ethanone O-(2-hydroxy-ethyl)-oxime). Yield: 18.3%. As a reaction SMILES: [CH3:1][N:2]1[C:10]2[C:5](=[CH:6][C:7]([CH:11]([C:13]3[N:17]4[N:18]=[C:19]([C:22](=O)[CH3:23])[CH:20]=[CH:21][C:16]4=[N:15][CH:14]=3)[CH3:12])=[CH:8][CH:9]=2)[CH:4]=[N:3]1.Cl.[NH2:26][O:27][CH2:28][CH2:29][OH:30]>>[OH:30][CH2:29][CH2:28][O:27]/[N:26]=[C:22](/[C:19]1[CH:20]=[CH:21][C:16]2[N:17]([C:13]([CH:11]([C:7]3[CH:6]=[C:5]4[C:10](=[CH:9][CH:8]=3)[N:2]([CH3:1])[N:3]=[CH:4]4)[CH3:12])=[CH:14][N:15]=2)[N:18]=1)\[CH3:23] |f:1.2|. Procedure: The title compound (9.0 mg, 17%, 88% purity) was synthesized from 1-(3-(1-(1-methyl-1H-indazol-5-yl)ethyl)imidazo[1,2-b]pyridazin-6-yl)ethanone (40.0 mg, 0.13 mmol) and 2-(aminooxy)ethanol hydrochloride (19.31 mg, 0.25 mmol) using the same procedure as described in the synthesis of example 13. 1H-NMR (400 MHz, DMSO-d6) δ ppm 7.94 (d, 1H), 7.85 (s, 1H), 7.79 (s, 1H), 7.66 (s, 1H), 7.85 (d, 1H), 7.52 (d, 1H), 7.37 (dd, 1H), 4.72 (t, 2H), 4.21 (t, 2H), 3.97 (s, 3H), 3.66 (q, 1H), 2.20 (s, 3H), 1.78... Reactants: Cl[Al](Cl)Cl, COc1cccc(F)c1, O=C(Cl)c1ccc(F)cc1, O=[N+]([O-])c1ccccc1. The product is COc1ccc(C(=O)c2ccc(F)cc2)c(F)c1. RXN SMILES: [Cl:1][Al:2]([Cl:3])[Cl:4].[F:15][c:16]1[cH:17][c:18]([O:22][CH3:23])[cH:19][cH:20][cH:21]1.[F:5][c:6]1[cH:7][cH:8][c:9]([C:10](=[O:11])[Cl:12])[cH:13][cH:14]1.[O-:24][N+:25]([c:26]1[cH:27][cH:28][cH:29][cH:30][cH:31]1)=[O:32]>>[F:5][c:6]1[cH:7][cH:8][c:9]([C:10](=[O:11])[c:21]2[c:16]([F:15])[cH:17][c:18]([O:22][CH3:23])[cH:19][cH:20]2)[cH:13][cH:14]1. Starting materials: C(C)(=O)NC=1C=C2CC(OC(C2=CC1OC)C1=CC=C(C=C1)[N+](=O)[O-])C (6-Acetylamino-3-methyl-1-(4-nitrophenyl)-7-methoxyisochroman). Run in OS(=O)(=O)O (H2SO4), CO (methanol). The product is NC=1C=C2CC(OC(C2=CC1OC)C1=CC=C(C=C1)[N+](=O)[O-])C (6-Amino-3-methyl-1-(4-nitrophenyl)-7-methoxyisochroman). Yield: 99.4%. Reaction SMILES: C([NH:4][C:5]1[CH:6]=[C:7]2[C:12](=[CH:13][C:14]=1[O:15][CH3:16])[CH:11]([C:17]1[CH:22]=[CH:21][C:20]([N+:23]([O-:25])=[O:24])=[CH:19][CH:18]=1)[O:10][CH:9]([CH3:26])[CH2:8]2)(=O)C>OS(O)(=O)=O.CO>[NH2:4][C:5]1[CH:6]=[C:7]2[C:12](=[CH:13][C:14]=1[O:15][CH3:16])[CH:11]([C:17]1[CH:18]=[CH:19][C:20]([N+:23]([O-:25])=[O:24])=[CH:21][CH:22]=1)[O:10][CH:9]([CH3:26])[CH2:8]2. Procedure: Solution of 14 (0.114 g, 0.32 mmol) in 5 ml of 4N H2SO4 and 5 ml of methanol was heated to reflux. After refluxing for 15 hours, the methanol was removed under reduced pressure. The remaining aqueous solution was neutralized with NaHCO3 to pH 9, followed by extraction with ethyl acetate three times. The combined organic phase was dried over Na2SO4. Removal of the solvent afforded the desired product 15 (100 mg, 100%) which was used directly for next step. The reactants are resultant mixture, Cl (HCl), ClC1=NC=NC2=CC(=C(C=C12)OC)OCCCN1CCOCC1 (4-chloro-6-methoxy-7-(3-morpholin-4-ylpropoxy)quinazoline), IC1=CC=C(C2=C1OCO2)N (7-iodo-1,3-benzodioxol-4-amine). Solvent: O1CCOCC1 (Dioxane), CC(=O)N(C)C (DMA). Reaction conditions: temperature 80 celsius. Product: IC1=CC=C(C2=C1OCO2)NC2=NC=NC1=CC(=C(C=C21)OC)OCCCN2CCOCC2 (N-(7-iodo-1,3-benzodioxol-4-yl)-6-methoxy-7-(3-morpholin-4-ylpropoxy)quinazolin-4-amine). Yield: 70.6%. RXN SMILES: Cl.Cl[C:3]1[C:12]2[C:7](=[CH:8][C:9]([O:15][CH2:16][CH2:17][CH2:18][N:19]3[CH2:24][CH2:23][O:22][CH2:21][CH2:20]3)=[C:10]([O:13][CH3:14])[CH:11]=2)[N:6]=[CH:5][N:4]=1.[I:25][C:26]1[C:31]2[O:32][CH2:33][O:34][C:30]=2[C:29]([NH2:35])=[CH:28][CH:27]=1>O1CCOCC1.CC(N(C)C)=O>[I:25][C:26]1[C:31]2[O:32][CH2:33][O:34][C:30]=2[C:29]([NH:35][C:3]2[C:12]3[C:7](=[CH:8][C:9]([O:15][CH2:16][CH2:17][CH2:18][N:19]4[CH2:24][CH2:23][O:22][CH2:21][CH2:20]4)=[C:10]([O:13][CH3:14])[CH:11]=3)[N:6]=[CH:5][N:4]=2)=[CH:28][CH:27]=1. Procedure: 4.0M HCl in Dioxane (0.37 ml) was added to a stirred suspension of 4-chloro-6-methoxy-7-(3-morpholin-4-ylpropoxy)quinazoline (500 mg) and 7-iodo-1,3-benzodioxol-4-amine (0.39 g) in DMA (1 ml). The resultant mixture was stirred and heated to 80° C. for 10 mins. A grey precipitate was formed which was filtered and washed with further DMA followed by diethyl ether and dried to give N-(7-iodo-1,3-benzodioxol-4-yl)-6-methoxy-7-(3-morpholin-4-ylpropoxy)quinazolin-4-amine as a beige solid (0.59 g); NMR... The reactants are CS(=O)(=O)Cl, CC12C=CC(=O)C=C1CCC1C3CC(OCCO)C(O)(C(=O)CCl)C3(C)CC(O)C12F, Cl, c1ccncc1. Yields the product CC12C=CC(=O)C=C1CCC1C3CC(OCCOS(C)(=O)=O)C(O)(C(=O)CCl)C3(C)CC(O)C12F. RXN SMILES: [CH3:32][S:33]([Cl:34])(=[O:35])=[O:36].[Cl:1][CH2:2][C:3]([C:4]1([OH:30])[CH:5]([O:26][CH2:27][CH2:28][OH:29])[CH2:6][CH:7]2[CH:8]3[CH2:9][CH2:10][C:11]4=[CH:12][C:13](=[O:25])[CH:14]=[CH:15][C:16]4([CH3:17])[C:18]3([F:24])[CH:19]([OH:23])[CH2:20][C:21]12[CH3:22])=[O:31].[ClH:37].[cH:38]1[cH:39][cH:40][n:41][cH:42][cH:43]1>>[Cl:1][CH2:2][C:3]([C:4]1([OH:30])[CH:5]([O:26][CH2:27][CH2:28][O:29][S:33]([CH3:32])(=[O:35])=[O:36])[CH2:6][CH:7]2[CH:8]3[CH2:9][CH2:10][C:11]4=[CH:12][C:13](=[O:25])[CH:14]=[CH:15][C:16]4([CH3:17])[C:18]3([F:24])[CH:19]([OH:23])[CH2:20][C:21]12[CH3:22])=[O:31].